From a dataset of the Open Reaction Database (ORD), a public repository of structured organic reaction records. describe an organic reaction: reactants, conditions, products, and yield Reactants: N(N)C1=CC(N(C(N1CC(C)C)=O)C)=O (6-hydrazino-1-isobutyl-3-methylpyrimidine-2,4(1H,3H)-dione), C1(=CC=CC2=CC=CC=C12)C=O (1-naphthaldehyde), CC1=C(SC=C1)C=O (3-methylthiophene-2-carbaldehyde). The product is C(C(C)C)N1C(N(C(C=2C1=NN(C2C=2SC=CC2C)CC2=CC=CC1=CC=CC=C21)=O)C)=O (7-isobutyl-5-methyl-3-(3-methylthien-2-yl)-2-(1-naphthylmethyl)-2H-pyrazolo[3,4-d]pyrimidine-4,6(5H,7H)-dione). Reported procedure: This compound was made following the procedure described above, starting with 6-hydrazino-1-isobutyl-3-methylpyrimidine-2,4(1H,3H)-dione, and condensing first with 1-naphthaldehyde, followed by 3-methylthiophene-2-carbaldehyde. Mass: 458.87 (M+H). Reaction SMILES: [NH:1]([C:3]1[N:8]([CH2:9][CH:10]([CH3:12])[CH3:11])[C:7](=[O:13])[N:6]([CH3:14])[C:5](=[O:15])[CH:4]=1)[NH2:2].[C:16]1([CH:26]=O)[C:25]2[C:20](=[CH:21][CH:22]=[CH:23][CH:24]=2)[CH:19]=[CH:18][CH:17]=1.[CH3:28][C:29]1[CH:33]=[CH:32][S:31][C:30]=1[CH:34]=O>>[CH2:9]([N:8]1[C:3]2=[N:1][N:2]([CH2:26][C:16]3[C:25]4[C:20](=[CH:21][CH:22]=[CH:23][CH:24]=4)[CH:19]=[CH:18][CH:17]=3)[C:34]([C:30]3[S:31][CH:32]=[CH:33][C:29]=3[CH3:28])=[C:4]2[C:5](=[O:15])[N:6]([CH3:14])[C:7]1=[O:13])[CH:10]([CH3:11])[CH3:12]. The reactants are FC=1C=C(C=CC1OCC)B(O)O (3-fluoro-4-ethoxyphenyl boronic acid), S(=O)(O)[O-].[Na+] (sodium hydrogen sulfite), OO (hydrogen peroxide), O (water). Run in O1CCCC1 (tetrahydrofuran). Run at time 24 hour. Product: FC=1C=C(C=CC1OCC)O (3-fluoro-4-ethoxyphenol). As a reaction SMILES: [F:1][C:2]1[CH:3]=[C:4](B(O)O)[CH:5]=[CH:6][C:7]=1[O:8][CH2:9][CH3:10].OO.O.S([O-])(O)=[O:18].[Na+]>O1CCCC1>[F:1][C:2]1[CH:3]=[C:4]([OH:18])[CH:5]=[CH:6][C:7]=1[O:8][CH2:9][CH3:10] |f:3.4|. Procedure: 22.3 g of the crude 3-fluoro-4-ethoxyphenyl boronic acid obtained in the first step was dissolved in 200 ml of tetrahydrofuran, and 23.6 g (208 mmol) of aqueous 30% hydrogen peroxide was added while being kept at about 35° C. in a warm bath. After addition and after stirring the reaction solution at a room temperature for 24 hours, the reaction solution was poured into 300 ml of water, then sodium hydrogen sulfite was added and stirred at a room temperature for one hour. The reaction solution wa... Starting materials: CCOc1nc(CCOC2CCCCO2)nc(N2CCc3ccccc3CC2)c1C#N, CO, Cl. Product: CCOc1nc(CCO)nc(N2CCc3ccccc3CC2)c1C#N. As a reaction SMILES: [CH2:1]([CH3:2])[O:3][c:4]1[n:5][c:6]([CH2:23][CH2:24][O:25][CH:26]2[CH2:27][CH2:28][CH2:29][CH2:30][O:31]2)[n:7][c:8]([N:12]2[CH2:13][CH2:14][c:15]3[c:16]([cH:19][cH:20][cH:21][cH:22]3)[CH2:17][CH2:18]2)[c:9]1[C:10]#[N:11].[CH3:33][OH:34].[ClH:32]>>[CH2:1]([CH3:2])[O:3][c:4]1[n:5][c:6]([CH2:23][CH2:24][OH:25])[n:7][c:8]([N:12]2[CH2:13][CH2:14][c:15]3[c:16]([cH:19][cH:20][cH:21][cH:22]3)[CH2:17][CH2:18]2)[c:9]1[C:10]#[N:11]. Starting materials: CC(C)(C)OC(=O)NC1CN(C(=O)OCc2ccccc2)CC1O, C=CCBr, C1CCOC1, [H-], [Na+], O. Yields the product C=CCOC1CN(C(=O)OCc2ccccc2)CC1NC(=O)OC(C)(C)C. RXN SMILES: [C:1]([CH3:2])([CH3:3])([CH3:4])[O:5][C:6](=[O:7])[NH:8][CH:9]1[CH2:10][N:11]([C:15](=[O:16])[O:17][CH2:18][c:19]2[cH:20][cH:21][cH:22][cH:23][cH:24]2)[CH2:12][CH:13]1[OH:14].[CH2:27]([CH:28]=[CH2:29])[Br:30].[CH2:32]1[O:33][CH2:34][CH2:35][CH2:36]1.[H-:25].[Na+:26].[OH2:31]>>[C:1]([CH3:2])([CH3:3])([CH3:4])[O:5][C:6](=[O:7])[NH:8][CH:9]1[CH2:10][N:11]([C:15](=[O:16])[O:17][CH2:18][c:19]2[cH:20][cH:21][cH:22][cH:23][cH:24]2)[CH2:12][CH:13]1[O:14][CH2:29][CH:28]=[CH2:27]. Reactants: CCO, COc1cccc2c1C(=NO)CO2. Product: COc1cccc2c1C(N)CO2. As a reaction SMILES: [CH3:14][CH2:15][OH:16].[CH3:1][O:2][c:3]1[cH:4][cH:5][cH:6][c:7]2[c:8]1[C:9](=[N:12][OH:13])[CH2:10][O:11]2>>[CH3:1][O:2][c:3]1[cH:4][cH:5][cH:6][c:7]2[c:8]1[CH:9]([NH2:12])[CH2:10][O:11]2.